Dataset: the Open Reaction Database (ORD), a public repository of structured organic reaction records. Task: describe an organic reaction: reactants, conditions, products, and yield Reactants: Compound II, ClC1=CC=C(CNC(=O)NN(C)CC(=O)O)C=C1 (2-(2-(4-chlorobenzylcarbamoyl)-1-methylhydrazinyl)acetic acid), N[C@H](C(=O)N(CC1=CC=CC2=CC=CC=C12)[C@H](C(OCC)OCC)C)CC(=O)NC(C1=CC=CC=C1)(C1=CC=CC=C1)C1=CC=CC=C1 ((S)-2-amino-N1—((S)-1,1-diethoxypropan-2-yl)-N1-(naphthalen-1-ylmethyl)-N4-tritylsuccinamide). Yields the product ClC1=CC=C(CNC(NN(C)CC(=O)N[C@H](C(=O)N(CC2=CC=CC3=CC=CC=C23)[C@H](C(OCC)OCC)C)CC(NC(C2=CC=CC=C2)(C2=CC=CC=C2)C2=CC=CC=C2)=O)=O)C=C1 (4-(4-chlorobenzyl)-1-(2-((S)-1-(((S)-1,1-diethoxypropan-2-yl)(naphthalen-1-ylmethyl)amino)-1,4-dioxo-4-(tritylamino)butan-2-ylamino)-2-oxoethyl)-1-methylsemicarbazide). As a reaction SMILES: [Cl:1][C:2]1[CH:18]=[CH:17][C:5]([CH2:6][NH:7][C:8]([NH:10][N:11]([CH2:13][C:14]([OH:16])=O)[CH3:12])=[O:9])=[CH:4][CH:3]=1.[NH2:19][C@@H:20]([CH2:44][C:45]([NH:47][C:48]([C:61]1[CH:66]=[CH:65][CH:64]=[CH:63][CH:62]=1)([C:55]1[CH:60]=[CH:59][CH:58]=[CH:57][CH:56]=1)[C:49]1[CH:54]=[CH:53][CH:52]=[CH:51][CH:50]=1)=[O:46])[C:21]([N:23]([C@@H:35]([CH3:43])[CH:36]([O:40][CH2:41][CH3:42])[O:37][CH2:38][CH3:39])[CH2:24][C:25]1[C:34]2[C:29](=[CH:30][CH:31]=[CH:32][CH:33]=2)[CH:28]=[CH:27][CH:26]=1)=[O:22]>>[Cl:1][C:2]1[CH:3]=[CH:4][C:5]([CH2:6][NH:7][C:8](=[O:9])[NH:10][N:11]([CH2:13][C:14]([NH:19][C@@H:20]([CH2:44][C:45](=[O:46])[NH:47][C:48]([C:49]2[CH:50]=[CH:51][CH:52]=[CH:53][CH:54]=2)([C:55]2[CH:56]=[CH:57][CH:58]=[CH:59][CH:60]=2)[C:61]2[CH:62]=[CH:63][CH:64]=[CH:65][CH:66]=2)[C:21]([N:23]([C@@H:35]([CH3:43])[CH:36]([O:37][CH2:38][CH3:39])[O:40][CH2:41][CH3:42])[CH2:24][C:25]2[C:34]3[C:29](=[CH:30][CH:31]=[CH:32][CH:33]=3)[CH:28]=[CH:27][CH:26]=2)=[O:22])=[O:16])[CH3:12])=[CH:17][CH:18]=1. Reported procedure: According to the procedure described in the synthesis method of Compound II-15, 2-(2-(4-chlorobenzylcarbamoyl)-1-methylhydrazinyl)acetic acid (Compound VI-7) 63 mg (0.23 mmol) was coupled with (S)-2-amino-N1—((S)-1,1-diethoxypropan-2-yl)-N1-(naphthalen-1-ylmethyl)-N4-tritylsuccinamide (Compound IV-19) 100 mg (0.16 mmol) to obtain the title compound.